This data is from the Open Reaction Database (ORD), a public repository of structured organic reaction records. The task is: describe an organic reaction: reactants, conditions, products, and yield Starting materials: CC(C)(C)n1nnc(N)n1, O=C(Cl)C1c2ccccc2Oc2ccccc21. Yields the product CC(C)(C)n1nnc(NC(=O)C2c3ccccc3Oc3ccccc32)n1. Reaction SMILES: [NH2:1][c:2]1[n:3][n:4][n:5]([C:7]([CH3:8])([CH3:9])[CH3:10])[n:6]1.[cH:11]1[cH:12][cH:13][cH:14][c:15]2[c:24]1[CH:23]([C:25](=[O:26])[Cl:27])[c:22]1[c:17]([cH:18][cH:19][cH:20][cH:21]1)[O:16]2>>[NH:1]([c:2]1[n:3][n:4][n:5]([C:7]([CH3:8])([CH3:9])[CH3:10])[n:6]1)[C:25]([CH:23]1[c:22]2[c:17]([cH:18][cH:19][cH:20][cH:21]2)[O:16][c:15]2[cH:14][cH:13][cH:12][cH:11][c:24]21)=[O:26]. Reactants: [Br-], [K+], O=N[O-], NC(=O)CC(N)C(=O)O, [Na+], O, O=S(=O)(O)O. Product: NC(=O)CC(Br)C(=O)O. As a reaction SMILES: [Br-:10].[K+:11].[N:12]([O-:13])=[O:14].[NH2:1][CH:2]([CH2:3][C:4]([NH2:5])=[O:6])[C:7]([OH:8])=[O:9].[Na+:15].[OH2:21].[S:16](=[O:17])(=[O:18])([OH:19])[OH:20]>>[CH:2]([CH2:3][C:4]([NH2:5])=[O:6])([C:7]([OH:8])=[O:9])[Br:10]. Starting materials: C1(C2C(C(=O)O1)CCC=C2)=O (tetrahydrophthalic anhydride), CC12C(=O)OC(C1CCCC2)=O (methylhexahydrophthalic anhydride). The product is C1C2C=CC1C3C2C(=O)OC3=O (3,6-endomethylenetetrahydrophthalic anhydride). Reaction SMILES: [C:1]1(=[O:11])[O:6][C:4](=[O:5])[CH:3]2[CH2:7][CH2:8][CH:9]=[CH:10][CH:2]12.[CH3:12]C12CCCCC1C(=O)OC2=O>>[CH2:12]1[CH:10]2[CH:2]3[C:1](=[O:11])[O:6][C:4](=[O:5])[CH:3]3[CH:7]1[CH:8]=[CH:9]2. Procedure: tetrahydrophthalic anhydride (referred to as THPA); and methylhexahydrophthalic anhydride (referred to as Me-HHPA). The reactants are OC1=C2C=CC(NC2=C(C=C1CC=C)C)=O (5-hydroxy-6-allyl-8-methylcarbostyril), ClC1=CC(=CC=C1)C(=O)OO (m-chloroperbenzoic acid), S(=O)([O-])[O-].[Na+].[Na+] (sodium sulfite). Solvent: C(Cl)(Cl)Cl (Chloroform). Reaction conditions: temperature 50 celsius, time 17 hour. The product is OCC1CC=2C(=C3C=CC(NC3=C(C2)C)=O)O1 (2-hydroxymethyl-5-methyl-2,3,6,7-tetrahydrofuro[2,3-f]quinoline-7-one). Isolated yield 37.9%. RXN SMILES: [OH:1][C:2]1[C:11]([CH2:12][CH:13]=[CH2:14])=[CH:10][C:9]([CH3:15])=[C:8]2[C:3]=1[CH:4]=[CH:5][C:6](=[O:16])[NH:7]2.ClC1C=CC=C(C(OO)=[O:25])C=1.S([O-])([O-])=O.[Na+].[Na+]>C(Cl)(Cl)Cl>[OH:25][CH2:14][CH:13]1[O:1][C:2]2=[C:3]3[C:8](=[C:9]([CH3:15])[CH:10]=[C:11]2[CH2:12]1)[NH:7][C:6](=[O:16])[CH:5]=[CH:4]3 |f:2.3.4|. Procedure: Chloroform (1.5 ml) was added to a mixture of 5-hydroxy-6-allyl-8-methylcarbostyril (50.6 mg) and m-chloroperbenzoic acid (61.5 mg). The obtained mixture was stirred at 50° C. for 17 hours. Excessive aqueous sodium sulfite solution was added thereto, and stirring was continued at room temperature for 30 minutes, followed by extracting with a solvent mixture of chloroform and methanol (4:1). The organic phase was dried over sodium sulfate, and condensed. The resultant residue was purified by thin... Run in C1CCOC1 (THF). Yields the product C1(CC1)C=1N=C2N(C=C(C=C2)N2C(C=C(C=C2)COC2=CC=C(C=C2)F)=O)C1C (1-(2-Cyclopropyl-3-methylimidazo[1,2-a]pyridin-6-yl)-4-((4-fluorophenoxy)methyl)pyridin-2(1H)-one). Reaction SMILES: [CH:1]1([C:4]2[N:5]=[C:6]3[CH:11]=[CH:10][C:9]([N:12]4[CH:17]=[CH:16][C:15]([CH2:18][OH:19])=[CH:14][C:13]4=[O:20])=[CH:8][N:7]3[C:21]=2[CH3:22])[CH2:3][CH2:2]1.[F:23][C:24]1[CH:29]=[CH:28][C:27](O)=[CH:26][CH:25]=1.C(P(CCCC)CCCC)CCC.N(C(N1CCCCC1)=O)=NC(N1CCCCC1)=O>C1COCC1>[CH:1]1([C:4]2[N:5]=[C:6]3[CH:11]=[CH:10][C:9]([N:12]4[CH:17]=[CH:16][C:15]([CH2:18][O:19][C:27]5[CH:28]=[CH:29][C:24]([F:23])=[CH:25][CH:26]=5)=[CH:14][C:13]4=[O:20])=[CH:8][N:7]3[C:21]=2[CH3:22])[CH2:2][CH2:3]1. Reaction conditions: temperature 60 celsius, time 5 hour. Procedure: To a solution of 1-(2-cyclopropyl-3-methylimidazo[1,2-a]pyridin-6-yl)-4-(hydroxymethyl)pyridin-2(1H)-one (150 mg), 4-fluorophenol (85 mg) and tributylphosphine (307 mg) in THF (20 ml) was added 1,1′-(azodicarbonyl)dipiperidine (386 mg), and the mixture was stirred at 60° C. for 5 h. The reaction mixture was cooled to room temperature, concentrated in vacuo, and diluted with DCM. The mixture was washed with water and brine successively, dried over Na2SO4, concentrated in vacuo and purified by col... Reactants: C1(CC1)C=1N=C2N(C=C(C=C2)N2C(C=C(C=C2)CO)=O)C1C (1-(2-cyclopropyl-3-methylimidazo[1,2-a]pyridin-6-yl)-4-(hydroxymethyl)pyridin-2(1H)-one), FC1=CC=C(C=C1)O (4-fluorophenol), C(CCC)P(CCCC)CCCC (tributylphosphine), N(=NC(=O)N1CCCCC1)C(=O)N1CCCCC1 (1,1′-(azodicarbonyl)dipiperidine). Yield: 12.1%. The reactants are [BH4-], CN, CO, O=Cc1cn(S(=O)(=O)c2cccnc2)c(-c2ccccc2)c1F, [Na+], C1CCOC1. Yields the product CNCc1cn(S(=O)(=O)c2cccnc2)c(-c2ccccc2)c1F. As a reaction SMILES: [BH4-:26].[CH3:24][NH2:25].[CH3:28][OH:29].[F:1][c:2]1[c:3]([CH:22]=[O:23])[cH:4][n:5]([S:13](=[O:14])(=[O:15])[c:16]2[cH:17][n:18][cH:19][cH:20][cH:21]2)[c:6]1-[c:7]1[cH:8][cH:9][cH:10][cH:11][cH:12]1.[Na+:27].[O:30]1[CH2:31][CH2:32][CH2:33][CH2:34]1>>[F:1][c:2]1[c:3]([CH2:22][NH:25][CH3:24])[cH:4][n:5]([S:13](=[O:14])(=[O:15])[c:16]2[cH:17][n:18][cH:19][cH:20][cH:21]2)[c:6]1-[c:7]1[cH:8][cH:9][cH:10][cH:11][cH:12]1. Starting materials: ClC1=CC=C(CSCC(=O)OC)C=C1 (methyl 2-(4-chlorobenzylmercapto)-acetate), NO (hydroxylamine), NaOH3. Run in CO (methanol), CO (methanol). Product: ClC1=CC=C(CSCC(=O)NO)C=C1 (2-(4-Chlorobenzylmercapto)-acetohydroxamic acid). Reaction SMILES: [Cl:1][C:2]1[CH:14]=[CH:13][C:5]([CH2:6][S:7][CH2:8][C:9](OC)=[O:10])=[CH:4][CH:3]=1.[NH2:15][OH:16]>CO>[Cl:1][C:2]1[CH:14]=[CH:13][C:5]([CH2:6][S:7][CH2:8][C:9]([NH:15][OH:16])=[O:10])=[CH:4][CH:3]=1. Procedure details: A solution of 0.15 mol of methyl 2-(4-chlorobenzylmercapto)-acetate in 50 ml of methanol is mixed with a solution of 0.225 mol of hydroxylamine (base) and 0.15 mol of NaOH3 in 150 ml of methanol. Starting materials: Cc1ccc(Br)cc1, [Li]CCCC, CN1C2CCC1CC(=O)C2, C1CCOC1. The product is Cc1ccc(C2(O)CC3CCC(C2)N3C)cc1. As a reaction SMILES: [Br:1][c:2]1[cH:3][cH:4][c:5]([CH3:8])[cH:6][cH:7]1.[CH2:9]([Li:10])[CH2:11][CH2:12][CH3:13].[CH3:14][N:15]1[CH:16]2[CH2:17][C:18](=[O:23])[CH2:19][CH:20]1[CH2:21][CH2:22]2.[O:24]1[CH2:25][CH2:26][CH2:27][CH2:28]1>>[c:2]1([C:18]2([OH:23])[CH2:17][CH:16]3[N:15]([CH3:14])[CH:20]([CH2:19]2)[CH2:21][CH2:22]3)[cH:3][cH:4][c:5]([CH3:8])[cH:6][cH:7]1.